This data is from the Open Reaction Database (ORD), a public repository of structured organic reaction records. The task is: describe an organic reaction: reactants, conditions, products, and yield The reactants are ClCC(=O)NCC1=CC=C(C=C1)C1=CC2=C(N=CN=C2N[C@H](C)C2=CC=CC=C2)N1 (2-chloro-N-{4-[4-((R)-1-phenyl-ethylamino)-7H-pyrrolo[2,3-d]pyrimidin-6-yl]-benzyl}-acetamide), N (ammonia), ClCCl.CO (dichloromethane methanol). Product: C(C1=CC=CC=C1)OC1=CC=C(C=C1)NC=1C2=C(N=CN1)NC(=C2)C2=CC=C(CNC(CCl)=O)C=C2 (N-{4-[4-(4-Benzyloxy-phenylamino)-7H-pyrrolo[2,3-d]pyrimidin-6-yl]-benzyl}-2-chloro-acetamide). Reaction SMILES: [Cl:1][CH2:2][C:3]([NH:5][CH2:6][C:7]1[CH:12]=[CH:11][C:10]([C:13]2[NH:30][C:16]3[N:17]=[CH:18][N:19]=[C:20]([NH:21][C@@H:22](C4C=CC=CC=4)[CH3:23])[C:15]=3[CH:14]=2)=[CH:9][CH:8]=1)=[O:4].N.ClCCl.[CH3:35][OH:36]>>[CH2:35]([O:36][C:14]1[CH:15]=[CH:16][C:22]([NH:21][C:20]2[C:15]3[CH:14]=[C:13]([C:10]4[CH:9]=[CH:8][C:7]([CH2:6][NH:5][C:3](=[O:4])[CH2:2][Cl:1])=[CH:12][CH:11]=4)[NH:30][C:16]=3[N:17]=[CH:18][N:19]=2)=[CH:23][CH:13]=1)[C:7]1[CH:12]=[CH:11][CH:10]=[CH:9][CH:8]=1 |f:2.3|. Reported procedure: This compound is synthesized using an analogous sequence as described for 2-chloro-N-{4-[4-((R)-1-phenyl-ethylamino)-7H-pyrrolo[2,3-d]pyrimidin-6-yl]-benzyl}-acetamide (steps 40.4 to 40.6); Rf (dichloromethane/methanol/conc. ammonia 90:10:1)=0.40; MS-ES+: (M+H)+=498. The reactants are ClC1=C(C=C2C=C(C(=NC2=C1)OCC)C(=O)OCC)N1C=NC(=C1)CO (Ethyl 7-chloro-2-ethoxy-6-(4-(hydroxymethyl)imidazole-1-yl)quinoline-3-carboxylate), Cl (hydrochloric acid), 4A. Reported procedure: To a solution of the compound of Example 35 (740 mg, 1.97 mmol) in ethanol (50 ml) was added concentrated hydrochloric acid (5 ml), and the mixture was refluxed for 16 hours, attaching Dean-Stark refluxing apparatus equipped with molecular sieves 4A. After cooling, the precipitated crystals were collected by filtration, washed with ethanol and then dried under reduced pressure, thereby obtaining 994 mg of title compound as light brown powder. The yield was quantitative. Yield: 145.1%. Solvent: C(C)O (ethanol). Yields the product ClC1=C(C=C2C=C(C(NC2=C1)=O)C(=O)OCC)N1C=NC(=C1)CO (Ethyl 7-chloro-1,2-dihydro-6-(4-(hydroxymethyl)imidazole-1-yl)-2-oxoquinoline-3-carboxylate). As a reaction SMILES: [Cl:1][C:2]1[CH:11]=[C:10]2[C:5]([CH:6]=[C:7]([C:15]([O:17][CH2:18][CH3:19])=[O:16])[C:8]([O:12]CC)=[N:9]2)=[CH:4][C:3]=1[N:20]1[CH:24]=[C:23]([CH2:25][OH:26])[N:22]=[CH:21]1.Cl>C(O)C>[Cl:1][C:2]1[CH:11]=[C:10]2[C:5]([CH:6]=[C:7]([C:15]([O:17][CH2:18][CH3:19])=[O:16])[C:8](=[O:12])[NH:9]2)=[CH:4][C:3]=1[N:20]1[CH:24]=[C:23]([CH2:25][OH:26])[N:22]=[CH:21]1. Starting materials: COC(=O)c1ccc(OS(=O)(=O)C(F)(F)F)c(C2=CCCC2(C)C)c1, COC(=O)c1ccc(O)c(C2=CCCC2(C)C)c1. Yields the product COC(=O)c1ccc(OS(=O)(=O)C(F)(F)F)c(C=O)c1. As a reaction SMILES: [CH3:1][C:2]1([CH3:3])[C:6]([c:7]2[cH:8][c:9]([C:10](=[O:11])[O:12][CH3:13])[cH:14][cH:15][c:16]2[O:17][S:18](=[O:19])(=[O:20])[C:21]([F:22])([F:23])[F:24])=[CH:4][CH2:5][CH2:25]1.[CH3:26][C:27]1([CH3:28])[C:29]([c:30]2[cH:31][c:32]([C:38](=[O:36])[O:39][CH3:40])[cH:33][cH:34][c:35]2[OH:37])=[CH:41][CH2:42][CH2:43]1>>[CH:6]([c:7]1[cH:8][c:9]([C:10](=[O:11])[O:12][CH3:13])[cH:14][cH:15][c:16]1[O:17][S:18](=[O:19])(=[O:20])[C:21]([F:22])([F:23])[F:24])=[O:36]. The reactants are C[C@@H]1N(CCCC1)C1=NN=C2N1C=C(C=C2)O[C@@H]2CC[C@@H](C1=CC=CC=C21)N ((1S,4R)-4-[3-((S)-2-Methyl-piperidin-1-yl)-[1,2,4]triazolo[4,3-a]pyridin-6-yloxy]-1,2,3,4-tetrahydro-naphthalen-1-ylamine), ClC(COC(NC1=NOC(=C1)C(C)(C)C)=O)(Cl)Cl ((5-tert-butyl-isoxazol-3-yl)-carbamic acid 2,2,2-trichloro-ethyl ester). The product is C(C)(C)(C)C1=CC(=NO1)NC(=O)N[C@H]1CC[C@H](C2=CC=CC=C12)OC=1C=CC=2N(C1)C(=NN2)N2[C@H](CCCC2)C (1-(5-tert-Butyl-isoxazol-3-yl)-3-{(1S,4R)-4-[3-((S)-2-methyl-piperidin-1-yl)-[1,2,4]triazolo[4,3-a]pyridin-6-yloxy]-1,2,3,4-tetrahydro-naphthalen-1-yl}-urea). Reaction SMILES: [CH3:1][C@H:2]1[CH2:7][CH2:6][CH2:5][CH2:4][N:3]1[C:8]1[N:12]2[CH:13]=[C:14]([O:17][C@H:18]3[C:27]4[C:22](=[CH:23][CH:24]=[CH:25][CH:26]=4)[C@@H:21]([NH2:28])[CH2:20][CH2:19]3)[CH:15]=[CH:16][C:11]2=[N:10][N:9]=1.ClC(Cl)(Cl)C[O:32][C:33](=O)[NH:34][C:35]1[CH:39]=[C:38]([C:40]([CH3:43])([CH3:42])[CH3:41])[O:37][N:36]=1>>[C:40]([C:38]1[O:37][N:36]=[C:35]([NH:34][C:33]([NH:28][C@@H:21]2[C:22]3[C:27](=[CH:26][CH:25]=[CH:24][CH:23]=3)[C@H:18]([O:17][C:14]3[CH:15]=[CH:16][C:11]4[N:12]([C:8]([N:3]5[CH2:4][CH2:5][CH2:6][CH2:7][C@@H:2]5[CH3:1])=[N:9][N:10]=4)[CH:13]=3)[CH2:19][CH2:20]2)=[O:32])[CH:39]=1)([CH3:43])([CH3:41])[CH3:42]. Procedure: The title compound was prepared starting from Intermediate 81d and (5-tert-butyl-isoxazol-3-yl)-carbamic acid 2,2,2-trichloro-ethyl ester (for reference procedure see WO 2006/091671, which is incorporated herein by reference in its entirety) using analogous procedures to those described in Example 110 step c. LCMS (Method 5): Rt 4.67 min, m/z 544 [MH+]. 1H NMR (400 MHz, d6-DMSO): 0.91 (3H, d, J=6.3 Hz), 1.28 (9H, s), 1.44-1.57 (2H, m), 1.60-1.73 (2H, m), 1.74-1.86 (2H, m), 1.88-2.22 (4H, m), 2.8... The reactants are COC1=NNC2=CC(=CC=C12)C(CC(=O)NC)C=1C=NC=CC1 (3-(3-methoxy-1H-indazol-6-yl)-N-methyl-3-pyridin-3yl-propionamide), C(=O)(C(F)(F)F)O (TFA), N1C=CC2=CC=CC(=C12)C(CCNC)C1=CC=CC=C1 ([3-(1H-Indol-7-yl)-3-phenyl-propyl]-methyl-amine). The product is COC1=NNC2=CC(=CC=C12)C(CCNC)C=1C=NC=CC1 ([3-(3-Methoxy-1H-indazol-6-yl)-3-pyridin-3-yl-propyl]-methyl-amine). Reaction SMILES: [CH3:1][O:2][C:3]1[C:11]2[C:6](=[CH:7][C:8]([CH:12]([C:18]3[CH:19]=[N:20][CH:21]=[CH:22][CH:23]=3)[CH2:13][C:14]([NH:16][CH3:17])=O)=[CH:9][CH:10]=2)[NH:5][N:4]=1.C(O)(C(F)(F)F)=O.N1C2C(=CC=CC=2C(C2C=CC=CC=2)CCNC)C=C1>>[CH3:1][O:2][C:3]1[C:11]2[C:6](=[CH:7][C:8]([CH:12]([C:18]3[CH:19]=[N:20][CH:21]=[CH:22][CH:23]=3)[CH2:13][CH2:14][NH:16][CH3:17])=[CH:9][CH:10]=2)[NH:5][N:4]=1. Procedure: [3-(3-Methoxy-1H-indazol-6-yl)-3-pyridin-3-yl-propyl]-methyl-amine CCLI was prepared from 3-(3-methoxy-1H-indazol-6-yl)-N-methyl-3-pyridin-3yl-propionamide and TFA using the procedure described for preparation of [3-(1H-Indol-7-yl)-3-phenyl-propyl]-methyl-amine XX (Example 4). MS (M+H)=298. Reactants: Cl.N1C[C@@H](CC1)NC(=O)C1=CNC2=C1N=CN=C2C2=C(C=C(C(=C2)OC)F)OCC2CC2 (4-(2-cyclopropylmethoxy-4-fluoro-5-methoxy-phenyl)-5H-pyrrolo[3,2-d]pyrimidine-7-carboxylic acid (R)-pyrrolidin-3-ylamide hydrochloride), ClC(=O)[C@H](C)OC(C)=O (acetic acid (S)-1-chlorocarbonyl-ethyl ester). Product: O[C@H](C(=O)N1C[C@@H](CC1)NC(=O)C1=CNC2=C1N=CN=C2C2=C(C=C(C(=C2)OC)F)OCC2CC2)C (4-(2-Cyclopropylmethoxy-4-fluoro-5-methoxy-phenyl)-5H-pyrrolo[3,2-d]pyrimidine-7-carboxylic acid [(R)-1-((S)-2-hydroxy-propionyl)-pyrrolidin-3-yl]amide). Reaction SMILES: Cl.[NH:2]1[CH2:6][CH2:5][C@@H:4]([NH:7][C:8]([C:10]2[C:14]3[N:15]=[CH:16][N:17]=[C:18]([C:19]4[CH:24]=[C:23]([O:25][CH3:26])[C:22]([F:27])=[CH:21][C:20]=4[O:28][CH2:29][CH:30]4[CH2:32][CH2:31]4)[C:13]=3[NH:12][CH:11]=2)=[O:9])[CH2:3]1.Cl[C:34]([C@@H:36]([O:38]C(=O)C)[CH3:37])=[O:35]>>[OH:38][C@@H:36]([CH3:37])[C:34]([N:2]1[CH2:6][CH2:5][C@@H:4]([NH:7][C:8]([C:10]2[C:14]3[N:15]=[CH:16][N:17]=[C:18]([C:19]4[CH:24]=[C:23]([O:25][CH3:26])[C:22]([F:27])=[CH:21][C:20]=4[O:28][CH2:29][CH:30]4[CH2:31][CH2:32]4)[C:13]=3[NH:12][CH:11]=2)=[O:9])[CH2:3]1)=[O:35] |f:0.1|. Reported procedure: Starting from 4-(2-cyclopropylmethoxy-4-fluoro-5-methoxy-phenyl)-5H-pyrrolo[3,2-d]pyrimidine-7-carboxylic acid (R)-pyrrolidin-3-ylamide hydrochloride (example A165) and acetic acid (S)-1-chlorocarbonyl-ethyl ester the title compound is obtained as colorless solid. The reactants are C#CCBr, CCCC[N+](CCCC)(CCCC)CCCC, Cc1ncnc(C)c1NC(=O)CCl, [Cl-], ClCCl, [Na+], [OH-], O. The product is C#CCN(C(=O)CCl)c1c(C)ncnc1C. Reaction SMILES: [CH2:14]([C:15]#[CH:16])[Br:17].[CH2:21]([N+:22]([CH2:23][CH2:24][CH2:25][CH3:26])([CH2:27][CH2:28][CH2:29][CH3:30])[CH2:31][CH2:32][CH2:33][CH3:34])[CH2:35][CH2:36][CH3:37].[CH3:1][c:2]1[n:3][cH:4][n:5][c:6]([CH3:13])[c:7]1[NH:8][C:9]([CH2:10][Cl:11])=[O:12].[Cl-:20].[Cl:38][CH2:39][Cl:40].[Na+:19].[OH-:18].[OH2:41]>>[CH3:1][c:2]1[n:3][cH:4][n:5][c:6]([CH3:13])[c:7]1[N:8]([C:9]([CH2:10][Cl:11])=[O:12])[CH2:16][C:15]#[CH:14]. Starting materials: CCOC(=O)c1cnc2c(OC)cccc2c1Nc1ccccc1C, CCO, Cl, [Na+], [OH-], O. Product: COc1cccc2c(Nc3ccccc3C)c(C(=O)O)cnc12. RXN SMILES: [CH3:1][O:2][c:3]1[cH:4][cH:5][cH:6][c:7]2[c:8]([NH:18][c:19]3[c:20]([CH3:25])[cH:21][cH:22][cH:23][cH:24]3)[c:9]([C:13](=[O:14])[O:15][CH2:16][CH3:17])[cH:10][n:11][c:12]12.[CH3:28][CH2:29][OH:30].[ClH:31].[Na+:27].[OH-:26].[OH2:32]>>[CH3:1][O:2][c:3]1[cH:4][cH:5][cH:6][c:7]2[c:8]([NH:18][c:19]3[c:20]([CH3:25])[cH:21][cH:22][cH:23][cH:24]3)[c:9]([C:13](=[O:14])[OH:15])[cH:10][n:11][c:12]12. Reactants: [BH4-], CO, Cl, [Li+], CC(C)=Nn1c(=O)c(C2=NS(=O)(=O)c3ccccc3N2)c(O)c2ccccc21, C1CCOC1, O. Yields the product CC(C)Nn1c(=O)c(C2=NS(=O)(=O)c3ccccc3N2)c(O)c2ccccc21. As a reaction SMILES: [BH4-:31].[CH3:29][OH:30].[ClH:33].[Li+:32].[O:1]=[S:2]1(=[O:28])[N:3]=[C:4]([c:12]2[c:13](=[O:27])[n:14]([N:23]=[C:24]([CH3:25])[CH3:26])[c:15]3[cH:16][cH:17][cH:18][cH:19][c:20]3[c:21]2[OH:22])[NH:5][c:6]2[c:7]1[cH:8][cH:9][cH:10][cH:11]2.[O:34]1[CH2:35][CH2:36][CH2:37][CH2:38]1.[OH2:39]>>[O:1]=[S:2]1(=[O:28])[N:3]=[C:4]([c:12]2[c:13](=[O:27])[n:14]([NH:23][CH:24]([CH3:25])[CH3:26])[c:15]3[cH:16][cH:17][cH:18][cH:19][c:20]3[c:21]2[OH:22])[NH:5][c:6]2[c:7]1[cH:8][cH:9][cH:10][cH:11]2.